Dataset: the Open Reaction Database (ORD), a public repository of structured organic reaction records. Task: describe an organic reaction: reactants, conditions, products, and yield Reactants: C(CCC#C)(=O)O (4-Pentynoic acid), CCN=C=NCCCN(C)C (EDCI), C=1C=CC2=C(C1)N=NN2O (HOBt), N1CCCC1 (pyrrolidine), CCN(C(C)C)C(C)C (DIPEA). Solvent: C(Cl)Cl (DCM), C(Cl)Cl (DCM). Reaction conditions: time 2 hour. Product: N1(CCCC1)C(CCC#C)=O (1-(pyrrolidin-1-yl)pent-4-yn-1-one). Yield: 80.4%. RXN SMILES: [C:1]([OH:7])(=O)[CH2:2][CH2:3][C:4]#[CH:5].CCN=C=N[CH2:13][CH2:14][CH2:15][N:16]([CH3:18])C.C1C=CC2N(O)N=NC=2C=1.N1CCCC1.CCN(C(C)C)C(C)C>C(Cl)Cl>[N:16]1([C:1](=[O:7])[CH2:2][CH2:3][C:4]#[CH:5])[CH2:15][CH2:14][CH2:13][CH2:18]1. Procedure details: 4-Pentynoic acid (500 mg, 5.1 mmol), EDCI (1.56 g, 7.7 mmol) and HOBt (1.411 g, 10.2 mmol) were dissolved in 20 mL of DCM under inert atmosphere. A mixture of pyrrolidine (850 uL, 10.2 mmol) and DIPEA (4.5 mL, 25.5 mmol) in 3 mL DCM was added and the mixture was stirred for 2 h. The mixture was quenched with 25 mL 10% citric acid, stirred for 5 min., the organic layer was collected and the aqueous layer was extracted with 2×20 mL DCM. The combined organic layers were washed with 20 mL 10% citric... Reactants: BrCC(=O)OCC (ethyl bromoacetate), CCC(=O)C1=CC=C(C=C1)OC (4-methoxypropiophenone), C(C)(C)[N-]C(C)C.[Li+] (Lithium diisopropylamide), solution. Solvent: O1CCCC1 (tetrahydrofuran), C1CCOC1 (THF). The product is C(C)OC(CC(C(=O)C1=CC=C(C=C1)OC)C)=O (4-(4-methoxyphenyl)-3-methyl-4-oxobutyric acid ethyl ester). Yield: 125.6%. As a reaction SMILES: [CH3:1][CH2:2][C:3]([C:5]1[CH:10]=[CH:9][C:8]([O:11][CH3:12])=[CH:7][CH:6]=1)=[O:4].C([N-]C(C)C)(C)C.[Li+].Br[CH2:22][C:23]([O:25][CH2:26][CH3:27])=[O:24]>O1CCCC1>[CH2:26]([O:25][C:23](=[O:24])[CH2:22][CH:2]([CH3:1])[C:3]([C:5]1[CH:10]=[CH:9][C:8]([O:11][CH3:12])=[CH:7][CH:6]=1)=[O:4])[CH3:27] |f:1.2|. Reported procedure: A solution of 4-methoxypropiophenone (24 g, 140 mmol) in tetrahydrofuran (220 mL) was cooled to 0° C. Lithium diisopropylamide, (2M solution in THF) (126 mL, 248 mmol) was added dropwise and warmed to rt for 30 min. The reaction was cooled again to 0° C. and ethyl bromoacetate (18 mL, 161 mmol) was added dropwise and warmed to rt for 30 min and then quenched with aqueous 1M HCl acid at 0° C. The aqueous layer was extracted twice with methylene chloride and the combined organics were washed with ...